This data is from the Open Reaction Database (ORD), a public repository of structured organic reaction records. The task is: describe an organic reaction: reactants, conditions, products, and yield Procedure details: To a solution of 2-bromo-6-trifluoromethyl-pyridine (480 mg, 2.2 mmol) in anhydrous diethyl ether (20 mL) at −78° C. is added n-butyllithium (1.6 M in hexanes, 1.5 mL, 2.4 mmol) dropwise over 20 min. After stirring at −78° C. for 30 min, (S)-2-methyl-propane-2-sulfinic acid butylideneamide is added. The resultant mixture is stirred at −78° C. for 30 min and is then allowed to warm gradually to room temperature overnight. The reaction mixture is poured into saturated aqueous ammonium chloride sol... As a reaction SMILES: Br[C:2]1[CH:7]=[CH:6][CH:5]=[C:4]([C:8]([F:11])([F:10])[F:9])[N:3]=1.C([Li])CCC.[CH:17](=[N:21][S@:22]([C:24]([CH3:27])([CH3:26])[CH3:25])=[O:23])[CH2:18][CH2:19][CH3:20].[Cl-].[NH4+]>C(OCC)C>[F:9][C:8]([F:11])([F:10])[C:4]1[N:3]=[C:2]([C@@H:17]([NH:21][S@:22]([C:24]([CH3:25])([CH3:27])[CH3:26])=[O:23])[CH2:18][CH2:19][CH3:20])[CH:7]=[CH:6][CH:5]=1 |f:3.4|. Yield: 42.0%. Run at temperature -78 celsius, time 30 minute. Product: FC(C1=CC=CC(=N1)[C@H](CCC)N[S@@](=O)C(C)(C)C)(F)F ((S,S)-2-methyl-propane-2-sulfinic acid 1-(6-trifluoromethyl-pyridin-2-yl)-butylamide). The solvent is C(C)OCC (diethyl ether). The reactants are resultant mixture, [Cl-].[NH4+] (ammonium chloride), BrC1=NC(=CC=C1)C(F)(F)F (2-bromo-6-trifluoromethyl-pyridine), C(CCC)[Li] (n-butyllithium), C(CCC)=N[S@@](=O)C(C)(C)C ((S)-2-methyl-propane-2-sulfinic acid butylideneamide). The reactants are CCOC(=O)C(C)=O, CCCCCCCNN, CCO, Cl. Yields the product CCCCCCCNN=C(C)C(=O)OCC. Reaction SMILES: [C:11]([C:12](=[O:13])[CH3:14])(=[O:15])[O:16][CH2:17][CH3:18].[CH2:2]([CH2:3][CH2:4][CH2:5][CH2:6][CH2:7][CH3:8])[NH:9][NH2:10].[CH3:19][CH2:20][OH:21].[ClH:1]>>[CH2:2]([CH2:3][CH2:4][CH2:5][CH2:6][CH2:7][CH3:8])[NH:9][N:10]=[C:12]([C:11](=[O:15])[O:16][CH2:17][CH3:18])[CH3:14]. Reactants: CN(C)C=O, CC(C)(C)C(=O)Nc1ccc(-c2cc(=O)c3c(NCCCCCl)c(F)cc(F)c3o2)cc1F, [N-]=[N+]=[N-], [Na+], O. Reaction SMILES: [CH3:39][N:40]([CH3:41])[CH:42]=[O:43].[Cl:1][CH2:2][CH2:3][CH2:4][CH2:5][NH:6][c:7]1[c:8]([F:33])[cH:9][c:10]([F:32])[c:11]2[c:12]1[c:13](=[O:31])[cH:14][c:15](-[c:17]1[cH:18][c:19]([F:30])[c:20]([NH:23][C:24]([C:25]([CH3:26])([CH3:27])[CH3:28])=[O:29])[cH:21][cH:22]1)[o:16]2.[N-:35]=[N+:36]=[N-:37].[Na+:34].[OH2:38]>>[CH2:2]([CH2:3][CH2:4][CH2:5][NH:6][c:7]1[c:8]([F:33])[cH:9][c:10]([F:32])[c:11]2[c:12]1[c:13](=[O:31])[cH:14][c:15](-[c:17]1[cH:18][c:19]([F:30])[c:20]([NH:23][C:24]([C:25]([CH3:26])([CH3:27])[CH3:28])=[O:29])[cH:21][cH:22]1)[o:16]2)[N:35]=[N+:36]=[N-:37]. Yields the product CC(C)(C)C(=O)Nc1ccc(-c2cc(=O)c3c(NCCCCN=[N+]=[N-])c(F)cc(F)c3o2)cc1F.